This data is from the Open Reaction Database (ORD), a public repository of structured organic reaction records. The task is: describe an organic reaction: reactants, conditions, products, and yield Reaction SMILES: S(OS([O-])=O)([O-])=O.[Na+].[Na+].[Cl:10][C:11]1[S:12][C:13]([CH:16]=O)=[CH:14][CH:15]=1.[NH2:18][C:19]1[CH:20]=[C:21]([CH2:26][C:27]([O:29][CH2:30][CH3:31])=[O:28])[CH:22]=[CH:23][C:24]=1[NH2:25].O>CN1CCCC1=O>[Cl:10][C:11]1[S:12][C:13]([C:16]2[NH:25][C:24]3[CH:23]=[CH:22][C:21]([CH2:26][C:27]([O:29][CH2:30][CH3:31])=[O:28])=[CH:20][C:19]=3[N:18]=2)=[CH:14][CH:15]=1 |f:0.1.2|. Procedure: 3.1 3.89 g (20.5 mmol) of sodium disulfite are added to a solution of 3.00 g (20.5 mmol) of 2-chlorothiophene-5-carbaldehyde and 3.98 g (20.5 mmol) of ethyl 3,4-diaminophenylacetate in 30 ml of 1-methyl-pyrrolidone, and the mixture is stirred at 110° C. for 18 hours. Water is added to the reaction mixture, which is extracted with dichloromethane. The organic phase is dried using sodium sulfate and evaporated, giving ethyl [2-(5-chlorothiophen-2-yl)-1H-benzimidazol-5-yl]acetate as a brown oil (ES... The product is ClC1=CC=C(S1)C1=NC2=C(N1)C=CC(=C2)CC(=O)OCC (ethyl [2-(5-chlorothiophen-2-yl)-1H-benzimidazol-5-yl]acetate). Run in CN1C(CCC1)=O (1-methyl-pyrrolidone). Reaction conditions: temperature 110 celsius, time 18 hour. The reactants are 3.1, S(=O)([O-])OS(=O)[O-].[Na+].[Na+] (sodium disulfite), ClC=1SC(=CC1)C=O (2-chlorothiophene-5-carbaldehyde), NC=1C=C(C=CC1N)CC(=O)OCC (ethyl 3,4-diaminophenylacetate), O (Water).